Dataset: the Open Reaction Database (ORD), a public repository of structured organic reaction records. Task: describe an organic reaction: reactants, conditions, products, and yield Reactants: ClC1=C(C=C(C=O)C=C1)[N+](=O)[O-] (4-chloro-3-nitrobenzaldehyde), [F-].[K+] (potassium fluoride), CN(C=O)C (dimethylformamide). The solvent is O (H2O). Reaction conditions: temperature 160 celsius, time 1 hour. Product: FC1=C(C=C(C=O)C=C1)[N+](=O)[O-] (4-fluoro-3-nitrobenzaldehyde). The yield is 98.2%. RXN SMILES: Cl[C:2]1[CH:9]=[CH:8][C:5]([CH:6]=[O:7])=[CH:4][C:3]=1[N+:10]([O-:12])=[O:11].[F-:13].[K+].CN(C)C=O>O>[F:13][C:2]1[CH:9]=[CH:8][C:5]([CH:6]=[O:7])=[CH:4][C:3]=1[N+:10]([O-:12])=[O:11] |f:1.2|. Procedure details: 93 g (0.5 mol) of 4-chloro-3-nitrobenzaldehyde and 58 g (1 mol) of potassium fluoride are suspended in 250 mol of dimethylformamide. The reaction mixture contains 0.02% of H2O. The mixture is stirred for one hour at 160° C. and the dimethylformamide is evaporated off in vacuo. The residue is cooled and stirred with 200 ml of water, the mixture is extracted with methylene chloride and the organic phase is dried. After the methylene chloride has been evaporated off, 83 g of 4-fluoro-3-nitrobenzald...